Task: describe an organic reaction: reactants, conditions, products, and yield. Dataset: the Open Reaction Database (ORD), a public repository of structured organic reaction records Reported procedure: In analogy to the procedure described in example 1 g], (S)-2-ethoxy-3-{4-[2-(4-isopropyl-phenyl)-5-methyl-oxazol-4-ylmethoxy]-2,6-dimethyl-phenyl}-propionic acid methyl ester was treated with LiOH to obtain (S)-2-ethoxy-3-{4-[2-(4-isopropyl-phenyl)-5-methyl-oxazol-4-ylmethoxy]-2,6-dimethyl-phenyl}-propionic acid as colorless solid. Reactants: COC([C@H](CC1=C(C=C(C=C1C)OCC=1N=C(OC1C)C1=CC=C(C=C1)C(C)C)C)OCC)=O ((S)-2-ethoxy-3-{4-[2-(4-isopropyl-phenyl)-5-methyl-oxazol-4-ylmethoxy]-2,6-dimethyl-phenyl}-propionic acid methyl ester), [Li+].[OH-] (LiOH). Reaction SMILES: C[O:2][C:3](=[O:34])[C@@H:4]([O:31][CH2:32][CH3:33])[CH2:5][C:6]1[C:11]([CH3:12])=[CH:10][C:9]([O:13][CH2:14][C:15]2[N:16]=[C:17]([C:21]3[CH:26]=[CH:25][C:24]([CH:27]([CH3:29])[CH3:28])=[CH:23][CH:22]=3)[O:18][C:19]=2[CH3:20])=[CH:8][C:7]=1[CH3:30].[Li+].[OH-]>>[CH2:32]([O:31][C@@H:4]([CH2:5][C:6]1[C:7]([CH3:30])=[CH:8][C:9]([O:13][CH2:14][C:15]2[N:16]=[C:17]([C:21]3[CH:22]=[CH:23][C:24]([CH:27]([CH3:29])[CH3:28])=[CH:25][CH:26]=3)[O:18][C:19]=2[CH3:20])=[CH:10][C:11]=1[CH3:12])[C:3]([OH:34])=[O:2])[CH3:33] |f:1.2|. The product is C(C)O[C@H](C(=O)O)CC1=C(C=C(C=C1C)OCC=1N=C(OC1C)C1=CC=C(C=C1)C(C)C)C ((S)-2-ethoxy-3-{4-[2-(4-isopropyl-phenyl)-5-methyl-oxazol-4-ylmethoxy]-2,6-dimethyl-phenyl}-propionic acid). Starting materials: C=1C2=C(OC1C(=O)OCC)C=1C=CC=3C=CC=CC3C1C=C2 (ethyl phenanthro(1,2-b]furan-2-carboxylate), [BH4-].[Li+] (lithium borohydride). Product: C=1C2=C(OC1CO)C=1C=CC=3C=CC=CC3C1C=C2 (phenanthro[1,2-b]furan-2-methanol). The yield is 90.3%. As a reaction SMILES: [CH:1]1[C:2]2[CH:22]=[CH:21][C:20]3[C:19]4[CH:18]=[CH:17][CH:16]=[CH:15][C:14]=4[CH:13]=[CH:12][C:11]=3[C:3]=2[O:4][C:5]=1[C:6](OCC)=[O:7].[BH4-].[Li+]>>[CH:1]1[C:2]2[CH:22]=[CH:21][C:20]3[C:19]4[CH:18]=[CH:17][CH:16]=[CH:15][C:14]=4[CH:13]=[CH:12][C:11]=3[C:3]=2[O:4][C:5]=1[CH2:6][OH:7] |f:1.2|. Reported procedure: To a RB flask equipped with magentic stirring bar, reflux condenser, N2 inlet tube with bubbler was added ethyl phenanthro(1,2-b]furan-2-carboxylate (H. G. Pars Pharmaceutical Laboratories, Inc., 7.9 g, 27.2 mmol), lithium borohydride (Aldrich, 0.65 g, 30 mmol) and dry THG (400 mL). The mixture was stirred at reflux for 6 h and then poured into H2O (1 L). The reaction mixture was acidified with 1N HCl and the resulting white solid was filtered, washed with additional H2O (1500 mL) then dissolved... The reactants are C(O)([O-])=O.[Na+] (sodium hydrogen carbonate), COC=1C=C2C(=CC=NC2=CC1OC)OC1=CC=C(C=C1)N (6,7-Dimethoxy-4-(4-aminophenoxy)quinoline), CN(C1=CC=C(C=C1)CN)C ((4-Dimethylaminophenyl)methylamine), ClC(Cl)(OC(OC(Cl)(Cl)Cl)=O)Cl (triphosgene). Solvent: C1(=CC=CC=C1)C (toluene), C(C)N(CC)CC (triethylamine). Yields the product COC=1C=C2C(=CC=NC2=CC1OC)OC1=CC=C(C=C1)NC(=O)NCC1=CC=C(C=C1)N(C)C (N-{4-[(6,7-Dimethoxy-4-quinolyl)oxy]phenyl}-N'-[(4-dimethylaminophenyl)methyl]urea). Isolated yield 14.8%. As a reaction SMILES: [CH3:1][O:2][C:3]1[CH:4]=[C:5]2[C:10](=[CH:11][C:12]=1[O:13][CH3:14])[N:9]=[CH:8][CH:7]=[C:6]2[O:15][C:16]1[CH:21]=[CH:20][C:19]([NH2:22])=[CH:18][CH:17]=1.ClC(Cl)(O[C:27](=[O:33])OC(Cl)(Cl)Cl)Cl.[CH3:35][N:36]([CH3:45])[C:37]1[CH:42]=[CH:41][C:40]([CH2:43][NH2:44])=[CH:39][CH:38]=1.C(=O)([O-])O.[Na+]>C1(C)C=CC=CC=1.C(N(CC)CC)C>[CH3:1][O:2][C:3]1[CH:4]=[C:5]2[C:10](=[CH:11][C:12]=1[O:13][CH3:14])[N:9]=[CH:8][CH:7]=[C:6]2[O:15][C:16]1[CH:17]=[CH:18][C:19]([NH:22][C:27]([NH:44][CH2:43][C:40]2[CH:41]=[CH:42][C:37]([N:36]([CH3:45])[CH3:35])=[CH:38][CH:39]=2)=[O:33])=[CH:20][CH:21]=1 |f:3.4|. Reported procedure: 6,7-Dimethoxy-4-(4-aminophenoxy)quinoline (51 mg) was dissolved in toluene (5 ml) with heat, after the addition of triethylamine (1 ml), triphosgene (55 mg) was added, and the admixture was refluxed with heat for 2 minutes. (4-Dimethylaminophenyl)methylamine (104 mg) was added to the reaction mixture, and the admixture was refluxed with heat for 12 minutes. After the addition of aqueous sodium hydrogen carbonate, the reaction mixture was extracted 2 times with ethyl acetate, and the organic laye... Reactants: NC1=C(OCCN(C(C(F)(F)F)=O)CCCC2=CNC3=CC=CC=C23)C=CC=C1[N+](=O)[O-] (N-[2-(2-amino-3-nitro-phenoxy)-ethyl]-2,2,2-trifluoro-N-[3-(1H-indol-3-yl)-propyl]-acetamide). The reagents and catalysts are [Pd] (palladium on carbon). The solvent is C(C)O (ethanol). Run at time 6 hour. Yields the product NC1=C(OCCN(C(C(F)(F)F)=O)CCCC2=CNC3=CC=CC=C23)C=CC=C1N (N-[2-(2,3-Diamino-phenoxy)-ethyl]-2,2,2-trifluoro-N-[3-(1H-indol-3-yl)-propyl]-acetamide). The yield is 77.7%. Reaction SMILES: [NH2:1][C:2]1[C:29]([N+:30]([O-])=O)=[CH:28][CH:27]=[CH:26][C:3]=1[O:4][CH2:5][CH2:6][N:7]([CH2:14][CH2:15][CH2:16][C:17]1[C:25]2[C:20](=[CH:21][CH:22]=[CH:23][CH:24]=2)[NH:19][CH:18]=1)[C:8](=[O:13])[C:9]([F:12])([F:11])[F:10]>C(O)C.[Pd]>[NH2:1][C:2]1[C:29]([NH2:30])=[CH:28][CH:27]=[CH:26][C:3]=1[O:4][CH2:5][CH2:6][N:7]([CH2:14][CH2:15][CH2:16][C:17]1[C:25]2[C:20](=[CH:21][CH:22]=[CH:23][CH:24]=2)[NH:19][CH:18]=1)[C:8](=[O:13])[C:9]([F:10])([F:11])[F:12]. Procedure: To a solution containing N-[2-(2-amino-3-nitro-phenoxy)-ethyl]-2,2,2-trifluoro-N-[3-(1H-indol-3-yl)-propyl]-acetamide (3.86 g, 8.57 mmol) in ethanol (40 ml) under nitrogen was added 10% palladium on carbon (1 g). The mixture was hydrogenated at 40 psi for 6 hours. The catalyst was filtered, washed with ethanol and the filtrate was concentrated to give the crude product. Purification by chromatography (40% ethyl acetate-hexanes) afforded 2.8 g (78.8%) of product as a viscous brown oil; MS EI m/e ... Reported procedure: Cellulose (200 g, Harmac fully bleached Douglas Fir pulp available from MacMillan Bloedel, Stamford, CT) was dispersed in water (9.5 l) by mechanical agitation under nitrogen purging for two hours. A mixture of butyl acrylate (200 g) and methyl methacrylate (20 g) was vigorously stirred into the pulp for one-half hour. Graft copolymerization was initiated by addition of ceric ammonium nitrate (11 g, 0.02M) in 1M nitric acid (500 ml). The graft copolymerization was allowed to proceed for four hou... The solvent is [N+](=O)(O)[O-] (nitric acid), O (water). The reactants are cellulose, ceric ammonium nitrate, C([O-])([O-])=O.[Na+].[Na+] (sodium carbonate), C(C=C)(=O)OCCCC (butyl acrylate), C(C(=C)C)(=O)OC (methyl methacrylate), Cellulose. Reaction SMILES: [C:1]([O:5][CH2:6][CH2:7][CH2:8][CH3:9])(=[O:4])[CH:2]=[CH2:3].[C:10]([O:15][CH3:16])(=[O:14])[C:11]([CH3:13])=[CH2:12].C(=O)([O-])[O-].[Na+].[Na+]>O.[N+]([O-])(O)=O>[C:1]([O:5][CH2:6][CH2:7][CH2:8][CH3:9])(=[O:4])[CH:2]=[CH2:3].[C:10]([O:15][CH3:16])(=[O:14])[C:11]([CH3:13])=[CH2:12] |f:2.3.4,7.8|. Product: cellulose, C(C=C)(=O)OCCCC.C(C(=C)C)(=O)OC (butyl acrylate methyl methacrylate). Run at time 4 hour. Starting materials: Cl.C1(=CC=CC=C1)C1(CCCC1)CC(=N)N (2-(1-phenyl-cyclopentyl)-acetamidine hydrochloride salt), C(C)(C)(C)OC(\C(=C(\C(=O)O)/OCC1=CC=CC=C1)\O)=O ((E)-2-benzyloxy-3-hydroxy-but-2-enedioic acid 4-tert-butyl ester), C[O-].[Na+] (sodium methoxide). Run in CO (methanol). Run at time 16 hour. Yields the product C(C)(C)(C)OC(=O)C1=NC(=NC(=C1OCC1=CC=CC=C1)O)CC1(CCCC1)C1=CC=CC=C1 (5-benzyloxy-6-hydroxy-2-(1-phenyl-cyclopentylmethyl)-pyrimidine-4-carboxylic acid tert-butyl ester). Isolated yield 23.9%. As a reaction SMILES: Cl.[C:2]1([C:8]2([CH2:13][C:14]([NH2:16])=[NH:15])[CH2:12][CH2:11][CH2:10][CH2:9]2)[CH:7]=[CH:6][CH:5]=[CH:4][CH:3]=1.[C:17]([O:21][C:22](=[O:37])/[C:23](/O)=[C:24](\[O:28][CH2:29][C:30]1[CH:35]=[CH:34][CH:33]=[CH:32][CH:31]=1)/[C:25](O)=[O:26])([CH3:20])([CH3:19])[CH3:18].C[O-].[Na+]>CO>[C:17]([O:21][C:22]([C:23]1[C:24]([O:28][CH2:29][C:30]2[CH:35]=[CH:34][CH:33]=[CH:32][CH:31]=2)=[C:25]([OH:26])[N:16]=[C:14]([CH2:13][C:8]2([C:2]3[CH:7]=[CH:6][CH:5]=[CH:4][CH:3]=3)[CH2:12][CH2:11][CH2:10][CH2:9]2)[N:15]=1)=[O:37])([CH3:20])([CH3:18])[CH3:19] |f:0.1,3.4|. Procedure details: To a stirred solution of 2-(1-phenyl-cyclopentyl)-acetamidine hydrochloride salt (281) (500 mg, 2.09 mmol) and (E)-3-benzyloxy-2-hydroxy-4-oxo-pent-2-enoic acid tert-butyl ester (4) (970 mg, 3.15 mmol) in methanol (10 mL) was added a sodium methoxide solution (25% in methanol) (1.4 mL, 6.29 mmol) at 0° C. and then the reaction mixture was allowed to warm slowly up to room temperature while stirring was continued for 16 h. After completion of the reaction, the reaction mixture was quenched with 1... Starting materials: COc1ccc(Cn2cc(-c3ccnc4[nH]ccc34)c(-c3ccc([N+](=O)[O-])cc3)n2)cc1, O, O=C(O)C(F)(F)F. The product is O=[N+]([O-])c1ccc(-c2n[nH]cc2-c2ccnc3[nH]ccc23)cc1. As a reaction SMILES: [CH3:1][O:2][c:3]1[cH:4][cH:5][c:6]([CH2:7][n:10]2[n:11][c:12](-[c:24]3[cH:25][cH:26][c:27]([N+:30](=[O:31])[O-:32])[cH:28][cH:29]3)[c:13](-[c:15]3[c:16]4[c:17]([n:18][cH:19][cH:20]3)[nH:21][cH:22][cH:23]4)[cH:14]2)[cH:8][cH:9]1.[OH2:40].[OH:33][C:34]([C:35]([F:36])([F:37])[F:38])=[O:39]>>[nH:10]1[n:11][c:12](-[c:24]2[cH:25][cH:26][c:27]([N+:30](=[O:31])[O-:32])[cH:28][cH:29]2)[c:13](-[c:15]2[c:16]3[c:17]([n:18][cH:19][cH:20]2)[nH:21][cH:22][cH:23]3)[cH:14]1. Starting materials: C(C)C=1NC=2C(=NC=CC2C)N1 (2-ethyl-7-methylimidazo[4,5-b]pyridine), C(CC)(=O)O (propionic acid), ClC1=CC(=CC=C1)C(=O)OO (m-chloroperbenzoic acid). Run in C(Cl)(Cl)Cl (CHCl3). Yields the product C(C)C=1NC=2C(=[N+](C=CC2C)[O-])N1 (2-ethyl-7-methylimidazo[4,5-b]pyridine-4-oxide). RXN SMILES: [CH2:1]([C:3]1[NH:4][C:5]2[C:6]([N:12]=1)=[N:7][CH:8]=[CH:9][C:10]=2[CH3:11])[CH3:2].C(O)(=[O:16])CC.ClC1C=CC=C(C(OO)=O)C=1>C(Cl)(Cl)Cl>[CH2:1]([C:3]1[NH:4][C:5]2[C:6]([N:12]=1)=[N+:7]([O-:16])[CH:8]=[CH:9][C:10]=2[CH3:11])[CH3:2]. Procedure details: A solution of 28 g (174 mmol) of 2-ethyl-7-methylimidazo[4,5-b]pyridine prepared according to Example 2, Steps A and B, but substituting propionic acid in place of butyric acid in Step B (described in European Patent Application #400,974, May 12, 1990) and m-chloroperbenzoic acid (80-90%, 44.6 g) in CHCl3 (300 mL) was heated at reflux for 0.5 hours. The mixture was concentrated and purified (SiO2, 100% CH2Cl2 gradient to 30% CH2Cl2 /MeOH) to give 29.8 g of the title compound as a solid.